This data is from the Open Reaction Database (ORD), a public repository of structured organic reaction records. The task is: describe an organic reaction: reactants, conditions, products, and yield The reactants are BrC(C(=O)Cl)C (2-bromopropionyl chloride), ice, Cl.FC(OC1=CC=C(N)C=C1)(F)F (4-(trifluoromethoxy)aniline hydrochloride), N1=CC=CC=C1 (pyridine). Run in C(Cl)Cl (methylene chloride), C(Cl)Cl (methylene chloride). Run at time 2.5 hour. The product is BrC(C(=O)NC1=CC=C(C=C1)OC(F)(F)F)C (2-Bromo-N-(4-(trifluoromethoxy)phenyl)propanamide). Reaction SMILES: [Br:1][CH:2]([CH3:6])[C:3](Cl)=[O:4].Cl.[F:8][C:9]([F:19])([F:18])[O:10][C:11]1[CH:17]=[CH:16][C:14]([NH2:15])=[CH:13][CH:12]=1.N1C=CC=CC=1>C(Cl)Cl>[Br:1][CH:2]([CH3:6])[C:3]([NH:15][C:14]1[CH:16]=[CH:17][C:11]([O:10][C:9]([F:8])([F:18])[F:19])=[CH:12][CH:13]=1)=[O:4] |f:1.2|. Procedure: A solution of 4.02 g (23.4 mmol) of 2-bromopropionyl chloride in 10 ml of methylene chloride was added to an ice-cooled solution of 5.0 g (23.4 mmol) of 4-(trifluoromethoxy)aniline hydrochloride, 4.65 g (59 mmol) of pyridine and 30 ml of methylene chloride. The mixture was stirred at ambient temperature for a period of 2.5 hours and then washed with two portions of dilute aqueous HCl and two portions of saturated aqueous sodium bicarbonate, dried over MgSO4, treated with charcoal, filtered and t... Starting materials: C=CCBr, CCOC(=O)c1c[nH]c(=O)cc1Nc1ccc(I)cc1F, [H-], [Na+], CN(C)C=O. Product: C=CCn1cc(C(=O)OCC)c(Nc2ccc(I)cc2F)cc1=O. RXN SMILES: [CH2:24]([CH:25]=[CH2:26])[Br:27].[F:1][c:2]1[c:3]([NH:4][c:5]2[c:6]([C:12](=[O:13])[O:14][CH2:15][CH3:16])[cH:7][nH:8][c:9](=[O:11])[cH:10]2)[cH:17][cH:18][c:19]([I:21])[cH:20]1.[H-:23].[Na+:22].[O:28]=[CH:29][N:30]([CH3:31])[CH3:32]>>[F:1][c:2]1[c:3]([NH:4][c:5]2[c:6]([C:12](=[O:13])[O:14][CH2:15][CH3:16])[cH:7][n:8]([CH2:26][CH:25]=[CH2:24])[c:9](=[O:11])[cH:10]2)[cH:17][cH:18][c:19]([I:21])[cH:20]1.